This data is from the Open Reaction Database (ORD), a public repository of structured organic reaction records. The task is: describe an organic reaction: reactants, conditions, products, and yield Starting materials: [BH4-], CC(=O)c1nc(-c2ccccc2)oc1C, CCO, Cl, [Na+], O. The product is Cc1oc(-c2ccccc2)nc1C(C)O. Reaction SMILES: [BH4-:1].[C:3]([CH3:4])(=[O:5])[c:6]1[n:7][c:8](-[c:12]2[cH:13][cH:14][cH:15][cH:16][cH:17]2)[o:9][c:10]1[CH3:11].[CH3:20][CH2:21][OH:22].[ClH:19].[Na+:2].[OH2:18]>>[CH:3]([CH3:4])([OH:5])[c:6]1[n:7][c:8](-[c:12]2[cH:13][cH:14][cH:15][cH:16][cH:17]2)[o:9][c:10]1[CH3:11]. The reactants are Br, CC#N, OCc1cc(F)ccc1O, c1ccc([PH+](c2ccccc2)c2ccccc2)cc1. Yields the product [Br-], Oc1ccc(F)cc1C[P+](c1ccccc1)(c1ccccc1)c1ccccc1. RXN SMILES: [BrH:11].[CH3:31][C:32]#[N:33].[F:1][c:2]1[cH:3][c:4]([CH2:9][OH:10])[c:5]([OH:8])[cH:6][cH:7]1.[c:12]1([PH+:18]([c:19]2[cH:20][cH:21][cH:22][cH:23][cH:24]2)[c:25]2[cH:26][cH:27][cH:28][cH:29][cH:30]2)[cH:13][cH:14][cH:15][cH:16][cH:17]1>>[Br-:11].[F:1][c:2]1[cH:3][c:4]([CH2:9][P+:18]([c:12]2[cH:13][cH:14][cH:15][cH:16][cH:17]2)([c:19]2[cH:20][cH:21][cH:22][cH:23][cH:24]2)[c:25]2[cH:26][cH:27][cH:28][cH:29][cH:30]2)[c:5]([OH:8])[cH:6][cH:7]1.